This data is from the Open Reaction Database (ORD), a public repository of structured organic reaction records. The task is: describe an organic reaction: reactants, conditions, products, and yield The reactants are O=C([O-])C1C=CCCC1C(=O)[O-], O=C1OC(=O)C2=C1CCCC2, O=C(O)CN(CP(=O)(O)O)C(=O)C1=C(C(=O)O)CCCC1, [Na+], [Na+], [Na+], [OH-]. Product: O=C(O)CNCP(=O)(O)O. Reaction SMILES: [C:14]([O-:15])(=[O:16])[CH:17]1[CH:18]=[CH:19][CH2:20][CH2:21][CH:22]1[C:23]([O-:24])=[O:25].[C:1]1(=[O:2])[O:3][C:4](=[O:5])[C:6]2=[C:11]1[CH2:10][CH2:9][CH2:8][CH2:7]2.[C:28](=[O:29])([OH:30])[CH2:31][N:32]([C:33](=[O:34])[C:35]1=[C:40]([C:41]([OH:42])=[O:43])[CH2:39][CH2:38][CH2:37][CH2:36]1)[CH2:44][P:45](=[O:46])([OH:47])[OH:48].[Na+:13].[Na+:26].[Na+:27].[OH-:12]>>[C:28](=[O:29])([OH:30])[CH2:31][NH:32][CH2:44][P:45](=[O:46])([OH:47])[OH:48].